From a dataset of the Open Reaction Database (ORD), a public repository of structured organic reaction records. describe an organic reaction: reactants, conditions, products, and yield Starting materials: C(C)(=O)NC1=C(N(C2=CC(=CC=C12)Cl)C(=O)OCC)C(C1=CC=CC=C1)=O (3-acetylamino-2-benzoyl-6-chloro-1-(ethoxycarbonyl)indole), [OH-].[K+] (KOH). The solvent is C(C)O.O (ethanol water). Yields the product C(C)(=O)NC1=C(NC2=CC(=CC=C12)Cl)C(C1=CC=CC=C1)=O (3-Acetylamino-2-benzoyl-6-chloroindole). Yield: 41.1%. As a reaction SMILES: [C:1]([NH:4][C:5]1[C:13]2[C:8](=[CH:9][C:10]([Cl:14])=[CH:11][CH:12]=2)[N:7](C(OCC)=O)[C:6]=1[C:20](=[O:27])[C:21]1[CH:26]=[CH:25][CH:24]=[CH:23][CH:22]=1)(=[O:3])[CH3:2].[OH-].[K+]>C(O)C.O>[C:1]([NH:4][C:5]1[C:13]2[C:8](=[CH:9][C:10]([Cl:14])=[CH:11][CH:12]=2)[NH:7][C:6]=1[C:20](=[O:27])[C:21]1[CH:26]=[CH:25][CH:24]=[CH:23][CH:22]=1)(=[O:3])[CH3:2] |f:1.2,3.4|. Procedure: To a solution of 3-acetylamino-2-benzoyl-6-chloro-1-(ethoxycarbonyl)indole (556 mg, 1.4 mmol) in ethanol/water (3:1, 20 ml) was added KOH (85% pellets, 480 mg, 7.2 mmol) and the mixture was heated at reflux temperature for 1 h. The mixture was cooled and concentrated, and the residue partitioned between water (50 ml) and diethyl ether (100 ml). The organic extract was washed with water (100 ml) and then brine (100 ml). After drying (MgSO4) and removal of solvent, the crude product was recrystall... The reactants are C1(C=CC(C=C1)=O)=O (benzoquinone), O (water), Cl(=O)(=O)(=O)O (perchloric acid), C(C=C)C1(C(C2=CC(=C(C(=C2CC1)Cl)OC)F)=O)CCCC (2-allyl-2-butyl-5-chloro-7-fluoro-6-methoxy-3,4-dihydro-2H-naphthalen-1-one). The reagents and catalysts are CC(=O)[O-].CC(=O)[O-].[Pd+2] (Pd(OAc)2). The solvent is C(C)#N (acetonitrile). Reaction conditions: time 16.5 hour. The product is C(CCC)C1(C(C2=CC(=C(C(=C2CC1)Cl)OC)F)=O)CC(C)=O (2-butyl-5-chloro-7-fluoro-6-methoxy-2-(2-oxopropyl)-3,4-dihydro-2H-naphthalen-1-one). Reaction SMILES: [CH2:1]([C:4]1([CH2:19][CH2:20][CH2:21][CH3:22])[CH2:13][CH2:12][C:11]2[C:6](=[CH:7][C:8]([F:17])=[C:9]([O:15][CH3:16])[C:10]=2[Cl:14])[C:5]1=[O:18])[CH:2]=[CH2:3].C1(=O)C=CC(=[O:29])C=C1.O.Cl(O)(=O)(=O)=O>C(#N)C.CC([O-])=O.CC([O-])=O.[Pd+2]>[CH2:19]([C:4]1([CH2:1][C:2](=[O:29])[CH3:3])[CH2:13][CH2:12][C:11]2[C:6](=[CH:7][C:8]([F:17])=[C:9]([O:15][CH3:16])[C:10]=2[Cl:14])[C:5]1=[O:18])[CH2:20][CH2:21][CH3:22] |f:5.6.7|. Reported procedure: 2-allyl-2-butyl-5-chloro-7-fluoro-6-methoxy-3,4-dihydro-2H-naphthalen-1-one (40 mg, 0.12 mmol) was dissolved in acetonitrile (0.36 mL) and treated with benzoquinone (20 mg, 0.18 mmol), Pd(OAc)2 (5 mg. 0.02 mmol), water (0.018 mL) and perchloric acid (70%, 0.005 mL) to give an orange solution. This solution was stirred under an air atmosphere for 16.5 hours, then purified by preparative layer chromatography on a 0.1×20×20 cm silica gel GF plate (Analtech, Newark, Del.), developing with 4:1 hexane... Reactants: ClC1=CC=C(C=C1)C(C#N)NC1=CC=C(C=C1)SC (α-(4-chlorophenyl)-α-(4-methylthioanilino)acetonitrile), C(=O)C=C (acrolein). The product is ClC1=CC=C(C=NC2=CC=C(C=C2)SC)C=C1 (N-(4-Chlorobenzylidene)-4-methylthioaniline), powder. Yield: 32.0%. RXN SMILES: [Cl:1][C:2]1[CH:7]=[CH:6][C:5]([CH:8]([NH:11][C:12]2[CH:17]=[CH:16][C:15]([S:18][CH3:19])=[CH:14][CH:13]=2)C#N)=[CH:4][CH:3]=1.C(C=C)=O>>[Cl:1][C:2]1[CH:7]=[CH:6][C:5]([CH:8]=[N:11][C:12]2[CH:17]=[CH:16][C:15]([S:18][CH3:19])=[CH:14][CH:13]=2)=[CH:4][CH:3]=1. Procedure details: Following a procedure similar to that described in Example 21(iii), but using α-(4-chlorophenyl)-α-(4-methylthioanilino)acetonitrile [prepared as described in step (ii) above] and acrolein as starting materials, the title compound was obtained as an orange-colored powder (yield 32%), melting at 203-205° C. Starting materials: ClCCl, C1COCCO1, O, O, C=CCC(O)c1ccc2ccc(OS(=O)(=O)c3ccccc3)c(Br)c2n1, Cc1cccc(C)n1. The product is O=CCC(O)c1ccc2ccc(OS(=O)(=O)c3ccccc3)c(Br)c2n1. As a reaction SMILES: [Cl:36][CH2:37][Cl:38].[O:40]1[CH2:41][CH2:42][O:43][CH2:44][CH2:45]1.[OH2:35].[OH2:39].[c:1]1([S:7](=[O:8])(=[O:9])[O:10][c:11]2[cH:12][cH:13][c:14]3[cH:15][cH:16][c:17]([CH:22]([CH2:23][CH:24]=[CH2:25])[OH:26])[n:18][c:19]3[c:20]2[Br:21])[cH:2][cH:3][cH:4][cH:5][cH:6]1.[n:27]1[c:28]([CH3:29])[cH:30][cH:31][cH:32][c:33]1[CH3:34]>>[c:1]1([S:7](=[O:8])(=[O:9])[O:10][c:11]2[cH:12][cH:13][c:14]3[cH:15][cH:16][c:17]([CH:22]([CH2:23][CH:24]=[O:35])[OH:26])[n:18][c:19]3[c:20]2[Br:21])[cH:2][cH:3][cH:4][cH:5][cH:6]1. Reactants: [Cl-].[Na+] (sodium chloride), FC1=C(C=C2CCC(OC2=C1F)CCCCC)O (7,8-difluoro-2-pentylchroman-6-ol), C(CC)C1CCC(CC1)C(C#C)O (1-(4-propylcyclohexyl)prop-2-yn-1-ol), C1(=CC=CC=C1)P(C1=CC=CC=C1)C1=CC=CC=C1 (triphenylphosphine), CC(C)OC(=O)/N=N/C(=O)OC(C)C (DIAD). The solvent is C1CCOC1 (THF). Run at time 20 hour. Yields the product FC1=C(C=C2CCC(OC2=C1F)CCCCC)OC(C#C)C1CCC(CC1)CCC (7,8-difluoro-2-pentyl-6-[1-(4-propylcyclohexyl)prop-2-ynyloxy]chroman). As a reaction SMILES: [F:1][C:2]1[C:11]([F:12])=[C:10]2[C:5]([CH2:6][CH2:7][CH:8]([CH2:13][CH2:14][CH2:15][CH2:16][CH3:17])[O:9]2)=[CH:4][C:3]=1[OH:18].[CH2:19]([CH:22]1[CH2:27][CH2:26][CH:25]([CH:28](O)[C:29]#[CH:30])[CH2:24][CH2:23]1)[CH2:20][CH3:21].C1(P(C2C=CC=CC=2)C2C=CC=CC=2)C=CC=CC=1.CC(OC(/N=N/C(OC(C)C)=O)=O)C.[Cl-].[Na+]>C1COCC1>[F:1][C:2]1[C:11]([F:12])=[C:10]2[C:5]([CH2:6][CH2:7][CH:8]([CH2:13][CH2:14][CH2:15][CH2:16][CH3:17])[O:9]2)=[CH:4][C:3]=1[O:18][CH:19]([CH:22]1[CH2:23][CH2:24][CH:25]([CH2:28][CH2:29][CH3:30])[CH2:26][CH2:27]1)[C:20]#[CH:21] |f:4.5|. Reported procedure: 8.0 g (31.2 mmol) of 7,8-difluoro-2-pentylchroman-6-ol are initially introduced in 75 ml of THF together with 6.75 g (37.4 mmol) of 1-(4-propylcyclohexyl)prop-2-yn-1-ol and 9.83 g (37.6 mmol) of triphenylphosphine, and 7.89 ml (40.6 mmol) of DIAD are added over the course of 30 min with ice-cooling. After 20 h at RT, semi-saturated sodium chloride solution is added, and the mixture is extracted a number of times with MTBE. The combined organic phases are washed with water and saturated sodium ch... Starting materials: Cn1nccc1N, CCc1nc2c(OC(F)F)ccc(C(=O)O)c2o1. The product is CCc1nc2c(OC(F)F)ccc(C(=O)Nc3ccnn3C)c2o1. RXN SMILES: [CH3:19][n:20]1[n:21][cH:22][cH:23][c:24]1[NH2:25].[F:1][CH:2]([O:3][c:4]1[cH:5][cH:6][c:7]([C:15](=[O:16])[OH:17])[c:8]2[c:9]1[n:10][c:11]([CH2:13][CH3:14])[o:12]2)[F:18]>>[F:1][CH:2]([O:3][c:4]1[cH:5][cH:6][c:7]([C:15](=[O:17])[NH:25][c:24]2[n:20]([CH3:19])[n:21][cH:22][cH:23]2)[c:8]2[c:9]1[n:10][c:11]([CH2:13][CH3:14])[o:12]2)[F:18].